This data is from the Open Reaction Database (ORD), a public repository of structured organic reaction records. The task is: describe an organic reaction: reactants, conditions, products, and yield Starting materials: [BH4-].[Na+] (sodium borohydride), FC(C1=CC=C(C=O)C=C1)(F)F (4-trifluoromethyl benzaldehyde), COC(OC)OC (trimethylorthoformate), NCCC1=CC=C(C=C1)O (tyramine). Isolated yield 77.6%. Product: FC(C1=CC=C(CNCCC2=CC=C(C=C2)O)C=C1)(F)F (4-(2-{[4-(Trifluoromethyl)benzyl]amino}ethyl)phenol). RXN SMILES: [NH2:1][CH2:2][CH2:3][C:4]1[CH:9]=[CH:8][C:7]([OH:10])=[CH:6][CH:5]=1.[F:11][C:12]([F:22])([F:21])[C:13]1[CH:20]=[CH:19][C:16]([CH:17]=O)=[CH:15][CH:14]=1.COC(OC)OC.[BH4-].[Na+]>CO>[F:11][C:12]([F:21])([F:22])[C:13]1[CH:20]=[CH:19][C:16]([CH2:17][NH:1][CH2:2][CH2:3][C:4]2[CH:9]=[CH:8][C:7]([OH:10])=[CH:6][CH:5]=2)=[CH:15][CH:14]=1 |f:3.4|. Procedure: A suspension of tyramine (1 g; 7.29 mmol) in MeOH (8 ml) was treated with 4-trifluoromethyl benzaldehyde (1.27 g; 7.29 mmol) and trimethylorthoformate (5 ml). The reaction mixture was stirred at rt overnight and then treated with sodium borohydride (0.69 g; 18.23 mmol) in small portions. After stirring for 30 minutes, it was concentrated and partitioned between ethyl acetate and water. The organic phase was washed with brine, dried over sodium sulfate, filtered and concentrated. Crystallization ... Run in CO (MeOH). Reaction conditions: time 8 hour.